The task is: describe an organic reaction: reactants, conditions, products, and yield. This data is from the Open Reaction Database (ORD), a public repository of structured organic reaction records. The reactants are O=C(O)c1cc(OCc2ccccc2)c2c(Cl)cc(Cl)cc2n1, CN(C)CCCO, O=S(Cl)Cl. Yields the product CN(C)CCCOC(=O)c1cc(OCc2ccccc2)c2c(Cl)cc(Cl)cc2n1. RXN SMILES: [CH2:1]([c:2]1[cH:3][cH:4][cH:5][cH:6][cH:7]1)[O:8][c:9]1[cH:10][c:11]([C:21](=[O:22])[OH:23])[n:12][c:13]2[cH:14][c:15]([Cl:20])[cH:16][c:17]([Cl:19])[c:18]12.[CH3:24][N:25]([CH2:26][CH2:27][CH2:28][OH:29])[CH3:30].[S:31]([Cl:32])([Cl:33])=[O:34]>>[CH2:1]([c:2]1[cH:3][cH:4][cH:5][cH:6][cH:7]1)[O:8][c:9]1[cH:10][c:11]([C:21](=[O:22])[O:23][CH2:28][CH2:27][CH2:26][N:25]([CH3:24])[CH3:30])[n:12][c:13]2[cH:14][c:15]([Cl:20])[cH:16][c:17]([Cl:19])[c:18]12. Reactants: CO, O, CC(C(=O)O)c1ccc2cc(O)ccc2c1, O=S(=O)(O)O. Yields the product COC(=O)C(C)c1ccc2cc(O)ccc2c1. As a reaction SMILES: [CH3:1][OH:2].[OH2:24].[OH:8][c:9]1[cH:10][c:11]2[cH:12][cH:13][c:14]([CH:19]([C:20](=[O:21])[OH:22])[CH3:23])[cH:15][c:16]2[cH:17][cH:18]1.[S:3](=[O:4])(=[O:5])([OH:6])[OH:7]>>[CH3:1][O:21][C:20]([CH:19]([c:14]1[cH:13][cH:12][c:11]2[cH:10][c:9]([OH:8])[cH:18][cH:17][c:16]2[cH:15]1)[CH3:23])=[O:22].